Dataset: the Open Reaction Database (ORD), a public repository of structured organic reaction records. Task: describe an organic reaction: reactants, conditions, products, and yield Reactants: [Cl-].[Al+3].[Cl-].[Cl-] (aluminium chloride), [CH-]1C=CC=C1.[CH-]1C=CC=C1.[Fe+2] (Ferrocene), ClCCCl.C(=O)=O (1,2-dichloroethane dry ice), O=C(CCCCC(=O)Cl)C (6-Oxo-heptanoyl chloride), ice water. The solvent is ClCCl (dichloromethane). Run at time 2 hour. The product is O=C(CCCCC(=O)[C-]1C=CC=C1)C.[CH-]1C=CC=C1.[Fe+2] (6-Oxo-heptanoyl ferrocene). As a reaction SMILES: [CH-:1]1[CH:5]=[CH:4][CH:3]=[CH:2]1.[CH-:6]1[CH:10]=[CH:9][CH:8]=[CH:7]1.[Fe+2:11].ClCCCl.C(=O)=O.[O:19]=[C:20]([CH3:28])[CH2:21][CH2:22][CH2:23][CH2:24][C:25](Cl)=[O:26].[Cl-].[Al+3].[Cl-].[Cl-]>ClCCl>[O:19]=[C:20]([CH3:28])[CH2:21][CH2:22][CH2:23][CH2:24][C:25]([C-:1]1[CH:5]=[CH:4][CH:3]=[CH:2]1)=[O:26].[CH-:6]1[CH:10]=[CH:9][CH:8]=[CH:7]1.[Fe+2:11] |f:0.1.2,3.4,6.7.8.9,11.12.13|. Procedure: Ferrocene (26g; 0.14 mole) was dissolved in dichloromethane (500 ml) and stirred at -35° (1,2-dichloroethane/dry ice bath). 6-Oxo-heptanoyl chloride from step (a) was added followed by aluminium chloride (18.7g; 0.14 moles) over 30 minutes. Stirring at -35° was continued for another 2 hours and the mixture was poured into ice/water (1 kg). The dichloromethane layer was separated, washed with water (3 × 600 ml), dried over sodium sulphate and concentrated under vacuum, giving a red oil. The desir... RXN SMILES: [C:34](=[O:35])([OH:36])[O-:37].[CH2:39]([Cl:40])[Cl:41].[N+:1](=[O:2])([O-:3])[c:4]1[cH:5][cH:6][c:7]([S:10](=[O:11])(=[O:12])[Cl:13])[cH:8][cH:9]1.[Na+:38].[OH:14][CH:15]1[CH2:16][N:17]([C:21](=[O:22])[O:23][C:24]([CH3:25])([CH3:26])[CH3:27])[CH2:18][CH2:19][CH2:20]1.[cH:28]1[cH:29][cH:30][n:31][cH:32][cH:33]1>>[N+:1](=[O:2])([O-:3])[c:4]1[cH:5][cH:6][c:7]([S:10](=[O:11])(=[O:12])[O:14][CH:15]2[CH2:16][N:17]([C:21](=[O:22])[O:23][C:24]([CH3:25])([CH3:26])[CH3:27])[CH2:18][CH2:19][CH2:20]2)[cH:8][cH:9]1. The reactants are O=C([O-])O, ClCCl, O=[N+]([O-])c1ccc(S(=O)(=O)Cl)cc1, [Na+], CC(C)(C)OC(=O)N1CCCC(O)C1, c1ccncc1. Product: CC(C)(C)OC(=O)N1CCCC(OS(=O)(=O)c2ccc([N+](=O)[O-])cc2)C1. Starting materials: di-acid chloride, C1(=C(C=CC=C1)CC(=O)O)CC(=O)O (ortho-phenylenediacetic acid), S(=O)(Cl)Cl (thionyl chloride), CCOCC (Ether), CN[C@H]1[C@@H](CCCC1)N1CCCC1 (Trans-N-methyl-2-(1-pyrrolidinyl)-cyclohexanamine). Solvent: C(Cl)Cl (methylene chloride), C(Cl)Cl (methylene chloride). Run at time 0.5 hour. Yields the product Cl.Cl.CN(C(CC=1C(=CC=CC1)CC(=O)N([C@H]1[C@@H](CCCC1)N1CCCC1)C)=O)C1C(CCCC1)N1CCCC1 (trans-N,N'-dimethyl-N,N'-bis-[2-(1-pyrrolidinyl)cyclohexyl]-1,2-benzenediacetamide, dihydrochloride). Reaction SMILES: [CH3:1][NH:2][C@@H:3]1[CH2:8][CH2:7][CH2:6][CH2:5][C@H:4]1[N:9]1[CH2:13][CH2:12][CH2:11][CH2:10]1.[C:14]1([CH2:24][C:25]([OH:27])=O)[CH:19]=[CH:18][CH:17]=[CH:16][C:15]=1[CH2:20][C:21]([OH:23])=O.S(Cl)([Cl:30])=O.CCO[CH2:35][CH3:36]>C(Cl)Cl>[ClH:30].[ClH:30].[CH3:1][N:2]([CH:3]1[CH2:8][CH2:7][CH2:6][CH2:5][CH:4]1[N:9]1[CH2:36][CH2:35][CH2:11][CH2:10]1)[C:25](=[O:27])[CH2:24][C:14]1[C:15]([CH2:20][C:21]([N:2]([CH3:1])[C@@H:3]2[CH2:8][CH2:7][CH2:6][CH2:5][C@H:4]2[N:9]2[CH2:13][CH2:12][CH2:11][CH2:10]2)=[O:23])=[CH:16][CH:17]=[CH:18][CH:19]=1 |f:5.6.7|. Reported procedure: Trans-N-methyl-2-(1-pyrrolidinyl)-cyclohexanamine (0.365 g) was dissolved in methylene chloride (10 ml) and stirred at room temperature. The di-acid chloride of ortho-phenylenediacetic acid (prepared by the action of thionyl chloride on ortho-phenylenediacetic acid, 0.194 g) dissolved in methylene chloride (10 ml) was added and let stand for 0.5 hour. Ether was added to rapidly stirred solution until no more precipitate appeared. After further rapid stirring for one hour, the precipitate was fil...